From a dataset of the Open Reaction Database (ORD), a public repository of structured organic reaction records. describe an organic reaction: reactants, conditions, products, and yield Reactants: CN1C(=CC2=CC=CC=C12)CN ((1-methyl-1H-indol-2-yl)methanamine), COC1=C(C=O)C(=CC=C1)OC (2,6-dimethoxybenzaldehyde). The product is COC1=C(C(=CC=C1)OC)C1CCCC(N1CC=1N(C2=CC=CC=C2C1)C)=O (6-(2,6-dimethoxyphenyl)-1-((1-methyl-1H-indol-2-yl)methyl)piperidin-2-one). Procedure details: Prepared according to the described general procedure 6 (GP6) with commercially available (1-methyl-1H-indol-2-yl)methanamine and commercially available 2,6-dimethoxybenzaldehyde. Subsequent purification by preparative HPLC afforded the target compound. LC-MS (conditions E): tR=0.78 min.; [M+H]+: 379.31 g/mol. RXN SMILES: [CH3:1][N:2]1[C:10]2[C:5](=[CH:6][CH:7]=[CH:8][CH:9]=2)[CH:4]=[C:3]1[CH2:11][NH2:12].[CH3:13][O:14][C:15]1[CH:22]=[CH:21][CH:20]=[C:19]([O:23][CH3:24])[C:16]=1[CH:17]=O>>[CH3:13][O:14][C:15]1[CH:22]=[CH:21][CH:20]=[C:19]([O:23][CH3:24])[C:16]=1[CH:17]1[N:12]([CH2:11][C:3]2[N:2]([CH3:1])[C:10]3[C:5]([CH:4]=2)=[CH:6][CH:7]=[CH:8][CH:9]=3)[C:15](=[O:14])[CH2:16][CH2:19][CH2:20]1.